From a dataset of the Open Reaction Database (ORD), a public repository of structured organic reaction records. describe an organic reaction: reactants, conditions, products, and yield The reactants are C(C)(C)[Mg]Cl (isopropylmagnesium chloride), [NH4+].[Cl-] (NH4Cl), ClC1=NC(=CC(=N1)C(=O)OC)NC (methyl 2-chloro-6-(methylamino)pyrimidine-4-carboxylate), Cl.CNOC (N,O-dimethylhydroxylamine hydrochloride). The solvent is C1CCOC1 (THF), CCOC(=O)C (EtOAc). Run at temperature -10 celsius, time 40 minute. The product is ClC1=NC(=CC(=N1)C(=O)N(C)OC)NC (2-chloro-N-methoxy-N-methyl-6-(methylamino)pyrimidine-4-carboxamide). Yield: 35.2%. Reaction SMILES: [Cl:1][C:2]1[N:7]=[C:6]([C:8]([O:10]C)=O)[CH:5]=[C:4]([NH:12][CH3:13])[N:3]=1.Cl.[CH3:15][NH:16][O:17][CH3:18].C([Mg]Cl)(C)C.[NH4+].[Cl-]>C1COCC1.CCOC(C)=O>[Cl:1][C:2]1[N:7]=[C:6]([C:8]([N:16]([O:17][CH3:18])[CH3:15])=[O:10])[CH:5]=[C:4]([NH:12][CH3:13])[N:3]=1 |f:1.2,4.5|. Procedure details: To a suspension of methyl 2-chloro-6-(methylamino)pyrimidine-4-carboxylate (1.95 g) and N,O-dimethylhydroxylamine hydrochloride (1.887 g, 19.34 mmol) in THF at −20° C. was added isopropylmagnesium chloride (23.60 mL, 47.2 mmol) dropwise through a dropping funnel over a period of 30 min, and the reaction mixture was stirred at −10° C. for 40 min. The reaction was worked up with sat. NH4Cl and EtOAc, and the crude product was purified by Biotage eluting with 40-90% EtOAc/Hexanes to give the title ... The reactants are ClC=1C2=C(N=CN1)C1=C(O2)C=CC=C1 (4-chlorobenzofuro[3,2-d]pyrimidine), CC=1C=C(C=C(C1)C)B(O)O (3,5-dimethylphenylboronic acid), C([O-])([O-])=O.[Na+].[Na+] (sodium carbonate), CC=1C=C(C=C(C1)C)B(O)O (3,5-dimethylphenylboronic acid), C([O-])([O-])=O.[Na+].[Na+] (sodium carbonate). The reagents and catalysts are C1=CC=C(C=C1)P(C2=CC=CC=C2)C3=CC=CC=C3.C1=CC=C(C=C1)P(C2=CC=CC=C2)C3=CC=CC=C3.Cl[Pd]Cl (bis(triphenylphosphine)palladium(II)dichloride), Cl[Pd]([P](C1=CC=CC=C1)(C2=CC=CC=C2)C3=CC=CC=C3)([P](C4=CC=CC=C4)(C5=CC=CC=C5)C6=CC=CC=C6)Cl (Pd(PPh3)2Cl2). The solvent is C(C)#N (acetonitrile), O (water), ClCCl (dichloromethane), O (water). Product: CC=1C=C(C=C(C1)C)C=1C2=C(N=CN1)C1=C(O2)C=CC=C1 (4-(3,5-Dimethylphenyl)benzofuro[3,2-d]pyrimidine). Yield: 74.0%. Reaction SMILES: Cl[C:2]1[C:3]2[O:10][C:9]3[CH:11]=[CH:12][CH:13]=[CH:14][C:8]=3[C:4]=2[N:5]=[CH:6][N:7]=1.[CH3:15][C:16]1[CH:17]=[C:18](B(O)O)[CH:19]=[C:20]([CH3:22])[CH:21]=1.C(=O)([O-])[O-].[Na+].[Na+]>C1C=CC(P(C2C=CC=CC=2)C2C=CC=CC=2)=CC=1.C1C=CC(P(C2C=CC=CC=2)C2C=CC=CC=2)=CC=1.Cl[Pd]Cl.ClCCl.O.C(#N)C>[CH3:15][C:16]1[CH:17]=[C:18]([C:2]2[C:3]3[O:10][C:9]4[CH:11]=[CH:12][CH:13]=[CH:14][C:8]=4[C:4]=3[N:5]=[CH:6][N:7]=2)[CH:19]=[C:20]([CH3:22])[CH:21]=1 |f:2.3.4,5.6.7|. Procedure details: First, 4.02 g of 4-chlorobenzofuro[3,2-d]pyrimidine, 4.52 g of 3,5-dimethylphenylboronic acid, 3.21 g of sodium carbonate, 0.17 g of bis(triphenylphosphine)palladium(II)dichloride (abbreviation: Pd(PPh3)2Cl2), 20 mL of water, and 20 mL of acetonitrile were put into a recovery flask equipped with a reflux pipe, and the air in the flask was replaced with argon. This reaction container was subjected to microwave irradiation (2.45 GHz, 100 W) for 60 minutes. Further, 0.75 g of 3,5-dimethylphenylboro...